This data is from the Open Reaction Database (ORD), a public repository of structured organic reaction records. The task is: describe an organic reaction: reactants, conditions, products, and yield Reactants: C(C)(=O)NN=C(C(=O)NN)C1=CC=CC=C1 (phenylglyoxylic acid hydrazide-2-acetylhydrazone). The solvent is C(C)O (ethanol). The product is NN1C(=NN=C(C1=O)C1=CC=CC=C1)C (4-amino-3-methyl-6-phenyl-1,2,4-triazin-5-(4H)-one). Yield: 76.0%. As a reaction SMILES: [C:1]([NH:4][N:5]=[C:6]([C:11]1[CH:16]=[CH:15][CH:14]=[CH:13][CH:12]=1)[C:7]([NH:9][NH2:10])=[O:8])(=O)[CH3:2]>C(O)C>[NH2:10][N:9]1[C:7](=[O:8])[C:6]([C:11]2[CH:16]=[CH:15][CH:14]=[CH:13][CH:12]=2)=[N:5][N:4]=[C:1]1[CH3:2]. Reported procedure: 175 g (0.8 mol) of phenylglyoxylic acid hydrazide-2-acetylhydrazone were dissolved in 2 liters of ethanol and the solution was heated to boil under reflux for 12 hours. After cooling, the product which had precipitated was filtered off. The mother liquor was partially freed from the solvent; on cooling, a further precipitate was obtained, which was also filtered off and well washed with water. The combined precipitates were dried. 123 g (76% of theory) of 4-amino-3-methyl-6-phenyl-1,2,4-triazin-...